From a dataset of the Open Reaction Database (ORD), a public repository of structured organic reaction records. describe an organic reaction: reactants, conditions, products, and yield Starting materials: O=C(Cl)c1ccccc1, c1ccc(COc2ccc(C3CCNCC3)c(OCc3ccccc3)c2)cc1, CCN(C(C)C)C(C)C, C1CCOC1. Yields the product O=C(c1ccccc1)N1CCC(c2ccc(OCc3ccccc3)cc2OCc2ccccc2)CC1. RXN SMILES: [C:1]([c:2]1[cH:3][cH:4][cH:5][cH:6][cH:7]1)(=[O:8])[Cl:9].[CH2:10]([c:11]1[cH:12][cH:13][cH:14][cH:15][cH:16]1)[O:17][c:18]1[c:19]([CH:32]2[CH2:33][CH2:34][NH:35][CH2:36][CH2:37]2)[cH:20][cH:21][c:22]([O:24][CH2:25][c:26]2[cH:27][cH:28][cH:29][cH:30][cH:31]2)[cH:23]1.[CH:43]([N:44]([CH2:45][CH3:46])[CH:47]([CH3:48])[CH3:49])([CH3:50])[CH3:51].[O:38]1[CH2:39][CH2:40][CH2:41][CH2:42]1>>[C:1]([c:2]1[cH:3][cH:4][cH:5][cH:6][cH:7]1)(=[O:8])[N:35]1[CH2:34][CH2:33][CH:32]([c:19]2[c:18]([O:17][CH2:10][c:11]3[cH:12][cH:13][cH:14][cH:15][cH:16]3)[cH:23][c:22]([O:24][CH2:25][c:26]3[cH:27][cH:28][cH:29][cH:30][cH:31]3)[cH:21][cH:20]2)[CH2:37][CH2:36]1. Reactants: CC1(CC2=C(O1)C(=CC=C2)O)C (carbofuran phenol), CN=C=O (methyl isocyanate). The reagents and catalysts are tertiary amine. Product: CC1(CC2=CC=CC(=C2O1)OC(=O)NC)C (carbofuran). Reaction SMILES: [CH3:1][C:2]1([CH3:12])[O:6][C:5]2[C:7]([OH:11])=[CH:8][CH:9]=[CH:10][C:4]=2[CH2:3]1.[CH3:13][N:14]=[C:15]=[O:16]>>[CH3:1][C:2]1([CH3:12])[O:6][C:5]2[C:4](=[CH:10][CH:9]=[CH:8][C:7]=2[O:11][C:15]([NH:14][CH3:13])=[O:16])[CH2:3]1. Procedure: The carbofuran phenol from Examples 3 and 4 is then reacted with methyl isocyanate in the presence of a tertiary amine catalyst to give carbofuran (2,3-dihydro-2,2-dimethyl-7-benzofuranyl-N-methyl carbamate). Starting materials: C#CC(O)c1ccc(N(CC)CC)c(C(C)C)c1, I[Cu]I, O=C(O)c1ccc(I)cc1. Product: CCN(CC)c1ccc(C(O)C#Cc2ccc(C(=O)O)cc2)cc1C(C)C. RXN SMILES: [CH2:11]([CH3:12])[N:13]([c:14]1[c:15]([CH:24]([CH3:25])[CH3:26])[cH:16][c:17]([CH:20]([C:21]#[CH:22])[OH:23])[cH:18][cH:19]1)[CH2:27][CH3:28].[Cu:29]([I:30])[I:31].[I:1][c:2]1[cH:3][cH:4][c:5]([C:6](=[O:7])[OH:8])[cH:9][cH:10]1>>[c:2]1([C:22]#[C:21][CH:20]([c:17]2[cH:16][c:15]([CH:24]([CH3:25])[CH3:26])[c:14]([N:13]([CH2:11][CH3:12])[CH2:27][CH3:28])[cH:19][cH:18]2)[OH:23])[cH:3][cH:4][c:5]([C:6](=[O:7])[OH:8])[cH:9][cH:10]1.